This data is from the Open Reaction Database (ORD), a public repository of structured organic reaction records. The task is: describe an organic reaction: reactants, conditions, products, and yield Reactants: CC(C)C(NC(=O)Cn1c(-c2ccc([N+](=O)[O-])cc2)ncc(NC(=O)OCc2ccccc2)c1=O)C(=O)C(F)(F)F, CO, O=CO, [Fe]. Yields the product CC(C)C(NC(=O)Cn1c(-c2ccc(NC=O)cc2)ncc(NC(=O)OCc2ccccc2)c1=O)C(=O)C(F)(F)F. As a reaction SMILES: [CH2:1]([c:2]1[cH:3][cH:4][cH:5][cH:6][cH:7]1)[O:8][C:9](=[O:10])[NH:11][c:12]1[cH:13][n:14][c:15](-[c:33]2[cH:34][cH:35][c:36]([N+:39]([O-:40])=[O:41])[cH:37][cH:38]2)[n:16]([CH2:19][C:20](=[O:21])[NH:22][CH:23]([C:24]([C:25]([F:26])([F:27])[F:28])=[O:29])[CH:30]([CH3:31])[CH3:32])[c:17]1=[O:18].[CH3:42][OH:43].[CH:44]([OH:45])=[O:46].[Fe:47]>>[CH2:1]([c:2]1[cH:3][cH:4][cH:5][cH:6][cH:7]1)[O:8][C:9](=[O:10])[NH:11][c:12]1[cH:13][n:14][c:15](-[c:33]2[cH:34][cH:35][c:36]([NH:39][CH:42]=[O:43])[cH:37][cH:38]2)[n:16]([CH2:19][C:20](=[O:21])[NH:22][CH:23]([C:24]([C:25]([F:26])([F:27])[F:28])=[O:29])[CH:30]([CH3:31])[CH3:32])[c:17]1=[O:18]. Reactants: C(N)(=O)C1=CC=CC=2N=C(OC21)C2CCN(CC2)C(=O)OCC2=CC=CC=C2 (benzyl 4-(7-carbamoylbenzo[d]oxazol-2-yl)piperidine-1-carboxylate), C(CCCC)=O (pentanal), [H][H] (hydrogen). The reagents and catalysts are [Pd] (Pd/C). Procedure: A mixture of compound benzyl 4-(7-carbamoylbenzo[d]oxazol-2-yl)piperidine-1-carboxylate (400 mg, 1.1 mmol), Pd/C (10% wt, 40 mg), pentanal (114 mg, 1.6 mmol) in anhydrous methanol (15 mL) was purged with hydrogen at room temperature for 12 hr. The mixture was filtered and the filtrate was concentrated to give the crude product. The crude product was purified by pre-HPLC to give the compound 2-(1-pentylpiperidin-4-yl)benzo[d]oxazol-7-carboxamide (44 mg, yield 14%). 1H-NMR (400 MHz, CDCl3) δ (ppm)... Run in CO (methanol). RXN SMILES: [C:1]([C:4]1[C:12]2[O:11][C:10]([CH:13]3[CH2:18][CH2:17][N:16]([C:19](OCC4C=CC=CC=4)=O)[CH2:15][CH2:14]3)=[N:9][C:8]=2[CH:7]=[CH:6][CH:5]=1)(=[O:3])[NH2:2].[CH:29](=O)[CH2:30][CH2:31][CH2:32]C.[H][H]>CO.[Pd]>[CH2:19]([N:16]1[CH2:15][CH2:14][CH:13]([C:10]2[O:11][C:12]3[C:4]([C:1]([NH2:2])=[O:3])=[CH:5][CH:6]=[CH:7][C:8]=3[N:9]=2)[CH2:18][CH2:17]1)[CH2:29][CH2:30][CH2:31][CH3:32]. Yield: 12.7%. Yields the product C(CCCC)N1CCC(CC1)C=1OC2=C(N1)C=CC=C2C(=O)N (2-(1-pentylpiperidin-4-yl)benzo[d]oxazol-7-carboxamide). Starting materials: O=C(O)N1C(=O)CC(OCc2ccccc2)C1=O, C1CCOC1, NC(C(=O)O)C(O)CF, [Na+], [Na+], O=C([O-])[O-], O. Yields the product O=C(O)C(C(O)CF)N(OCc1ccccc1)C(=O)O. Reaction SMILES: [C:16]([N:17]1[C:18](=[O:19])[CH2:20][CH:21]([O:25][CH2:26][c:27]2[cH:28][cH:29][cH:30][cH:31][cH:32]2)[C:22]1=[O:23])([OH:24])=[O:33].[CH2:34]1[O:35][CH2:36][CH2:37][CH2:38]1.[F:1][CH2:2][CH:3]([CH:4]([NH2:5])[C:6](=[O:7])[OH:8])[OH:9].[Na+:10].[Na+:11].[O-:12][C:13]([O-:14])=[O:15].[OH2:39]>>[F:1][CH2:2][CH:3]([CH:4]([N:5]([C:13]([OH:12])=[O:15])[O:25][CH2:26][c:27]1[cH:28][cH:29][cH:30][cH:31][cH:32]1)[C:6](=[O:7])[OH:8])[OH:9].